From a dataset of the Open Reaction Database (ORD), a public repository of structured organic reaction records. describe an organic reaction: reactants, conditions, products, and yield Starting materials: [H][H] (Hydrogen), [H][H] (hydrogen), CC(C)(O)C=1OC2=C(C1)C=CC=C2 (2-(1-methyl-1-hydroxyethyl)benzofuran). Reagents/catalysts: [C].[Pd] (palladium carbon). The solvent is C(C)O (ethanol). Yields the product CC(C)(O)C1OC2=C(C1)C=CC=C2 (2-(1-methyl-1-hydroxyethyl)-2,3-dihydrobenzofuran). Isolated yield 65.8%. Reaction SMILES: [CH3:1][C:2]([C:5]1[O:6][C:7]2[CH:13]=[CH:12][CH:11]=[CH:10][C:8]=2[CH:9]=1)([OH:4])[CH3:3].[H][H]>[C].[Pd].C(O)C>[CH3:3][C:2]([CH:5]1[CH2:9][C:8]2[CH:10]=[CH:11][CH:12]=[CH:13][C:7]=2[O:6]1)([OH:4])[CH3:1] |f:2.3|. Procedure details: Into 200 ml of ethanol, was dissolved 10.3 g of 2-(1-methyl-1-hydroxyethyl)benzofuran. To the solution, was added 1.1 g of 10% palladium carbon. Hydrogen was introduced into the mixture with shaking at atmospheric pressure and at room temperature until no more hydrogen had been absorbed (it took 6 hours). The reaction mixture was filtered and the filtrate was concentrated in vacuo. The residue was distilled under reduced pressure to obtain 6.86 g of the intended product boiling at 78°-95° C./0.4...